From a dataset of the Open Reaction Database (ORD), a public repository of structured organic reaction records. describe an organic reaction: reactants, conditions, products, and yield Reactants: C(C)SCCN1C(C2=CC=C(C=C2C1=O)OCC1=CC=C(C=C1)F)=O (2-(2-ethylsulfanyl-ethyl)-5-(4-fluoro-benzyloxy)-isoindole-1,3-dione), C1(=CC=CC=C1)C1N(O1)S(=O)(=O)C1=CC=CC=C1 (3-phenyl-2-(phenylsulfonyl)oxaziridine). The solvent is C(Cl)Cl (CH2Cl2). Run at time 72 hour. Product: C(C)S(=O)CCN1C(C2=CC=C(C=C2C1=O)OCC1=CC=C(C=C1)F)=O (2-(2-Ethanesulfinyl-ethyl)-5-(4-fluoro-benzyloxy)-isoindole-1,3-dione). Yield: 33.5%. As a reaction SMILES: [CH2:1]([S:3][CH2:4][CH2:5][N:6]1[C:14](=[O:15])[C:13]2[C:8](=[CH:9][CH:10]=[C:11]([O:16][CH2:17][C:18]3[CH:23]=[CH:22][C:21]([F:24])=[CH:20][CH:19]=3)[CH:12]=2)[C:7]1=[O:25])[CH3:2].C1(C2[O:34]N2S(C2C=CC=CC=2)(=O)=O)C=CC=CC=1>C(Cl)Cl>[CH2:1]([S:3]([CH2:4][CH2:5][N:6]1[C:14](=[O:15])[C:13]2[C:8](=[CH:9][CH:10]=[C:11]([O:16][CH2:17][C:18]3[CH:19]=[CH:20][C:21]([F:24])=[CH:22][CH:23]=3)[CH:12]=2)[C:7]1=[O:25])=[O:34])[CH3:2]. Procedure: A mixture of 2-(2-ethylsulfanyl-ethyl)-5-(4-fluoro-benzyloxy)-isoindole-1,3-dione (96 mg, 0.27 mmol) and 3-phenyl-2-(phenylsulfonyl)oxaziridine (84 mg, 0.32 mmol) in CH2Cl2 (3 mL) was stirred at room temperature for 72 h. Then the mixture was evaporated and the residue was purified by chromatography (SiO2, CH2Cl2:2N NH3/MeOH 97:3 to 9:1) to afford the title compound (34 mg, 34%) as a white solid. MS: m/e=375.2 (M+H+).